Dataset: the Open Reaction Database (ORD), a public repository of structured organic reaction records. Task: describe an organic reaction: reactants, conditions, products, and yield The reactants are [Al+3], CCOCC, CCOC(C)=O, Cl, [H-], [H-], [H-], [H-], [Li+], O, CCOC(=O)c1cc(-c2ccccc2)on1. Yields the product OCc1cc(-c2ccccc2)on1. Reaction SMILES: [Al+3:18].[CH3:25][CH2:26][O:27][CH2:28][CH3:29].[CH3:30][CH2:31][O:32][C:33](=[O:34])[CH3:35].[ClH:24].[H-:17].[H-:20].[H-:21].[H-:22].[Li+:19].[OH2:23].[c:1]1(-[c:7]2[cH:8][c:9]([C:12](=[O:13])[O:14][CH2:15][CH3:16])[n:10][o:11]2)[cH:2][cH:3][cH:4][cH:5][cH:6]1>>[c:1]1(-[c:7]2[cH:8][c:9]([CH2:12][OH:13])[n:10][o:11]2)[cH:2][cH:3][cH:4][cH:5][cH:6]1. Reactants: [Si](C)(C)(C(C)(C)C)OCCN1C=CC=2N=CN=C(C21)Cl (5-(2-{[tert-butyl(dimethyl)silyl]oxy}ethyl)-4-chloro-5H-pyrrolo[3,2-d]pyrimidine), [F-].C(CCC)[N+](CCCC)(CCCC)CCCC (tetrabutylammonium fluoride). Solvent: O (water), O1CCCC1 (tetrahydrofuran). Reaction conditions: time 4 hour. The product is ClC=1C2=C(N=CN1)C=CN2CCO (2-(4-chloro-5H-pyrrolo[3,2-d]pyrimidin-5-yl)ethanol). Isolated yield 110.2%. As a reaction SMILES: [Si]([O:8][CH2:9][CH2:10][N:11]1[C:19]2[C:18]([Cl:20])=[N:17][CH:16]=[N:15][C:14]=2[CH:13]=[CH:12]1)(C(C)(C)C)(C)C.[F-].C([N+](CCCC)(CCCC)CCCC)CCC>O1CCCC1.O>[Cl:20][C:18]1[C:19]2[N:11]([CH2:10][CH2:9][OH:8])[CH:12]=[CH:13][C:14]=2[N:15]=[CH:16][N:17]=1 |f:1.2|. Procedure details: To a solution of 5-(2-{[tert-butyl(dimethyl)silyl]oxy}ethyl)-4-chloro-5H-pyrrolo[3,2-d]pyrimidine (560 mg) in tetrahydrofuran (1.7 mL), was added tetrabutylammonium fluoride (1M tetrahydrofuran solution) (2.69 mL) under ice-cooling, and the mixture was stirred for 4 hrs. The reaction mixture was diluted with water (20 mL) and extracted with ethyl acetate (30 mL×3). The organic layer was washed with saturated brine (30 mL×3) and dried over anhydrous magnesium sulfate. The solvent was evaporated u... Starting materials: CCO, CCOC(=O)c1cc2cccc(Cl)c2[nH]1, [Na+], [OH-]. Yields the product O=C(O)c1cc2cccc(Cl)c2[nH]1. Reaction SMILES: [CH3:18][CH2:19][OH:20].[Cl:1][c:2]1[cH:3][cH:4][cH:5][c:6]2[cH:7][c:8]([C:11](=[O:12])[O:13][CH2:14][CH3:15])[nH:9][c:10]12.[Na+:17].[OH-:16]>>[Cl:1][c:2]1[cH:3][cH:4][cH:5][c:6]2[cH:7][c:8]([C:11](=[O:12])[OH:13])[nH:9][c:10]12. Starting materials: FC(C1=CC(=CC=C1)C1=CC=NC=2N1C=NC2C#N)(F)F (4-(α,α,α-trifluoro-m-tolyl)imidazo[1,5-a]pyrimidine-8-carbonitrile), C(#N)[BH3-].[Na+] (sodium cyanoborohydride), O (water). Run in C(C)(=O)O (acetic acid). Conditions: time 30 minute. Yields the product FC(C=1C=C(C=CC1)C1=CCNC=2N1C=NC2C#N)(F)F (1,2-Dihydro-4-[3 -(trifluoromethyl)phenyl]imidazo[1,5-a]pyrimidine-8-carbonitrile). The yield is 87.4%. Reaction SMILES: [F:1][C:2]([F:21])([F:20])[C:3]1[CH:8]=[CH:7][CH:6]=[C:5]([C:9]2[N:14]3[CH:15]=[N:16][C:17]([C:18]#[N:19])=[C:13]3[N:12]=[CH:11][CH:10]=2)[CH:4]=1.C([BH3-])#N.[Na+].O>C(O)(=O)C>[F:20][C:2]([F:1])([F:21])[C:3]1[CH:4]=[C:5]([C:9]2[N:14]3[CH:15]=[N:16][C:17]([C:18]#[N:19])=[C:13]3[NH:12][CH2:11][CH:10]=2)[CH:6]=[CH:7][CH:8]=1 |f:1.2|. Procedure: To a stirred mixture of 10.0 g of 4-(α,α,α-trifluoro-m-tolyl)imidazo[1,5-a]pyrimidine-8-carbonitrile (prepared as described in U.S. Pat. No. 4,236,005, Ex. 28) in 150 ml of glacial acetic acid, under nitrogen, at ice bath temperature, was added portionwise 4.15 g of sodium cyanoborohydride. The reaction mixture was stirred in the cold for 30 minutes then at room temperature for 21/2 hours. Then about 50 ml of water was added to the reaction mixture. The precipitate was collected by filtration, w... Starting materials: [Al+3], COc1ccc(OC)c(C)c1, CC(C)(C)CCCCCC(=O)O, [Cl-], [Cl-], [Cl-], O=C(Cl)C(=O)Cl, ClCCl, Cl, CN(C)C=O. Product: COc1cc(C(=O)CCCCCC(C)(C)C)c(OC)cc1C. Reaction SMILES: [Al+3:31].[CH3:19][O:20][c:21]1[c:22]([CH3:29])[cH:23][c:24]([O:27][CH3:28])[cH:25][cH:26]1.[CH3:1][C:2]([CH2:3][CH2:4][CH2:5][CH2:6][CH2:7][C:8](=[O:9])[OH:10])([CH3:11])[CH3:12].[Cl-:30].[Cl-:32].[Cl-:33].[Cl:13][C:14]([C:15]([Cl:16])=[O:17])=[O:18].[Cl:35][CH2:36][Cl:37].[ClH:34].[O:38]=[CH:39][N:40]([CH3:41])[CH3:42]>>[CH3:1][C:2]([CH2:3][CH2:4][CH2:5][CH2:6][CH2:7][C:8](=[O:10])[c:25]1[c:24]([O:27][CH3:28])[cH:23][c:22]([CH3:29])[c:21]([O:20][CH3:19])[cH:26]1)([CH3:11])[CH3:12]. Reaction conditions: time 0.5 hour. Product: O=C1N(CCC12CN(CCC2)C2=NC=C(C=C2)C(F)(F)F)C2CCN(CC2)C(=O)OC (Methyl 4-{1-oxo-7-[5-(trifluoromethyl)pyridin-2-yl]-2,7-diazaspiro[4.5]dec-2-yl}piperidine-1-carboxylate). The reactants are ClC(=O)OC (Methyl chloroformate), N1CCC(CC1)N1C(C2(CC1)CN(CCC2)C2=NC=C(C=C2)C(F)(F)F)=O (2-piperidin-4-yl-7-[5-(trifluoromethyl)pyridin-2-yl]-2,7-diazaspiro[4.5]decan-1-one), C(C)(C)N(C(C)C)CC (N,N-diisopropylethylamine), C(Cl)Cl (methylene chloride). RXN SMILES: Cl[C:2]([O:4][CH3:5])=[O:3].[NH:6]1[CH2:11][CH2:10][CH:9]([N:12]2[CH2:16][CH2:15][C:14]3([CH2:21][CH2:20][CH2:19][N:18]([C:22]4[CH:27]=[CH:26][C:25]([C:28]([F:31])([F:30])[F:29])=[CH:24][N:23]=4)[CH2:17]3)[C:13]2=[O:32])[CH2:8][CH2:7]1.C(N(CC)C(C)C)(C)C.C(Cl)Cl>>[O:32]=[C:13]1[C:14]2([CH2:21][CH2:20][CH2:19][N:18]([C:22]3[CH:27]=[CH:26][C:25]([C:28]([F:30])([F:31])[F:29])=[CH:24][N:23]=3)[CH2:17]2)[CH2:15][CH2:16][N:12]1[CH:9]1[CH2:10][CH2:11][N:6]([C:2]([O:4][CH3:5])=[O:3])[CH2:7][CH2:8]1. Procedure details: Methyl chloroformate (4.4 μL, 0.000057 mol) was added to a solution of 2-piperidin-4-yl-7-[5-(trifluoromethyl)pyridin-2-yl]-2,7-diazaspiro[4.5]decan-1-one (18.3 mg, 0.0000478 mol) and N,N-diisopropylethylamine (27 μL, 0.00016 mol) in methylene chloride (1.0 mL, 0.016 mol); and the mixture was stirred for 0.5 h. The volatiles were removed in-vacuo and the product was purified by prep-HPLC. LC-MS: 441.2 (M+H)+. The reactants are Cl[Si](CC[SiH](Cl)Cl)(Cl)Cl (1,1,1,4,4-pentachloro-1,4-disilabutane), O1CCOCC1 (1,4-dioxane). Reaction conditions: temperature 0 celsius. Yields the product Cl[Si](CC[Si](C=C)(Cl)Cl)(Cl)Cl (1,1,1,4,4-pentachloro-1,4-disila-5-hexene). RXN SMILES: [Cl:1][Si:2]([Cl:9])([Cl:8])[CH2:3][CH2:4][SiH:5]([Cl:7])[Cl:6].O1CCO[CH2:12][CH2:11]1>>[Cl:1][Si:2]([Cl:9])([Cl:8])[CH2:3][CH2:4][Si:5]([Cl:7])([Cl:6])[CH:11]=[CH2:12]. Procedure details: 40.00 g (0.152 mol) 1,1,1,4,4-pentachloro-1,4-disilabutane was dissolved in 1000 ml 1,4-dioxane in a 2000 ml vessel. The solution was cooled down to 0° C. and acetylene was bubbled to solution until it was saturated. The solution thus obtained was slowly warmed up to room temperature. 1,4-dioxane was evaporated and obtained crude 1,1,1,4,4-pentachloro-1,4-disila-5-hexene was purified by distillation. The reactants are N1=CC=CC=C1 (pyridine), C[C@@H]1CN(C[C@@H](N1)C)C1=CC=C(C(=N1)N)OC (6-[(3R,5S)-3,5-dimethyl-1-piperazinyl]-3-(methyloxy)-2-pyridinamine), BrC1=CC(=C(C=C1)S(=O)(=O)Cl)F (4-Bromo-2-fluoro benzenesulfonyl chloride). Solvent: C(Cl)Cl (DCM), C(Cl)Cl (DCM). Yields the product BrC1=CC(=C(C=C1)S(=O)(=O)C1=C(C=CC(=N1)N1C[C@H](N[C@H](C1)C)C)OC)F ((3R,5S)-1-[6-[(4-Bromo-2-fluorophenyl)sulfonyl]-5-(methyloxy)-2-pyridinyl]-3,5-dimethylpiperazine). Isolated yield 38.8%. Reaction SMILES: [CH3:1][C@H:2]1[NH:7][C@@H:6]([CH3:8])[CH2:5][N:4]([C:9]2[N:14]=[C:13](N)[C:12]([O:16][CH3:17])=[CH:11][CH:10]=2)[CH2:3]1.N1C=CC=CC=1.[Br:24][C:25]1[CH:30]=[CH:29][C:28]([S:31](Cl)(=[O:33])=[O:32])=[C:27]([F:35])[CH:26]=1>C(Cl)Cl>[Br:24][C:25]1[CH:30]=[CH:29][C:28]([S:31]([C:13]2[N:14]=[C:9]([N:4]3[CH2:3][C@H:2]([CH3:1])[NH:7][C@H:6]([CH3:8])[CH2:5]3)[CH:10]=[CH:11][C:12]=2[O:16][CH3:17])(=[O:32])=[O:33])=[C:27]([F:35])[CH:26]=1. Reported procedure: 6-[(3R,5S)-3,5-Dimethyl-1-piperazinyl]-3-(methyloxy)-2-pyridinamine (D7, Method D) (2.25 mmol) was dissolved in DCM (5 mL) and pyridine (5 mL) and then cooled to 0° C. 4-Bromo-2-fluoro benzenesulfonyl chloride (0.738 g, 2.706 mmol), dissolved in DCM (5 mL) was then added dropwise and the reaction then allowed to warm to rt overnight. The reaction was then evaporated to a minimum and redissolved in DCM (100 mL) and washed with water (2×75 mL), saturated sodium hydrogen carbonate (3×75 mL) and bri... Starting materials: ClC1=C2C3=C(C(NC2=NC=C1)=O)C=CC=C3 (1-Chloro-5H-benzo[c][1,8]naphthyridin-6-one), FC=1C=C(N)C=CC1 (3-fluoroaniline). Yields the product FC=1C=C(C=CC1)NC1=C2C3=C(C(NC2=NC=C1)=O)C=CC=C3 (1-(3-Fluoro-phenylamino)-5H-benzo[c][1,8]naphthyridin-6-one). The yield is 65.5%. Reaction SMILES: Cl[C:2]1[CH:11]=[CH:10][N:9]=[C:8]2[C:3]=1[C:4]1[CH:16]=[CH:15][CH:14]=[CH:13][C:5]=1[C:6](=[O:12])[NH:7]2.[F:17][C:18]1[CH:19]=[C:20]([CH:22]=[CH:23][CH:24]=1)[NH2:21]>>[F:17][C:18]1[CH:19]=[C:20]([NH:21][C:2]2[CH:11]=[CH:10][N:9]=[C:8]3[C:3]=2[C:4]2[CH:16]=[CH:15][CH:14]=[CH:13][C:5]=2[C:6](=[O:12])[NH:7]3)[CH:22]=[CH:23][CH:24]=1. Procedure: The title compound was synthesized according to the procedure described for the preparation of Example 188 using Compound 83 (100 mg, 0.43 mmol) and 3-fluoroaniline (96 mg, 0.87 mmol) to provide 190 (86 mg, 65% yield) as a white solid. LC-MS (M+H=306, obsd.=306).